Dataset: the Open Reaction Database (ORD), a public repository of structured organic reaction records. Task: describe an organic reaction: reactants, conditions, products, and yield Starting materials: CC(=O)OC(C)=O, ClCCl, Nc1ccc(-c2ccc(C(=O)N3CCN4CCC3CC4)o2)cc1, [Na+], [OH-]. The product is CC(=O)Nc1ccc(-c2ccc(C(=O)N3CCN4CCC3CC4)o2)cc1. Reaction SMILES: [C:1]([CH3:2])(=[O:3])[O:4][C:5](=[O:6])[CH3:7].[Cl:33][CH2:34][Cl:35].[N:8]12[CH2:9][CH2:10][N:11]([C:17](=[O:18])[c:19]3[o:20][c:21](-[c:24]4[cH:25][cH:26][c:27]([NH2:30])[cH:28][cH:29]4)[cH:22][cH:23]3)[CH:12]([CH2:13][CH2:14]1)[CH2:15][CH2:16]2.[Na+:32].[OH-:31]>>[C:1]([CH3:2])(=[O:3])[NH:30][c:27]1[cH:26][cH:25][c:24](-[c:21]2[o:20][c:19]([C:17]([N:11]3[CH2:10][CH2:9][N:8]4[CH2:14][CH2:13][CH:12]3[CH2:15][CH2:16]4)=[O:18])[cH:23][cH:22]2)[cH:29][cH:28]1. Reactants: ice, BrCC(=O)OCC1=CC=CC=C1 (benzyl bromoacetate), C(C(C)C)N (isobutylamine). The solvent is C1(=CC=CC=C1)C (toluene). Yields the product C(C1=CC=CC=C1)OC(CNCC(C)C)=O (Isobutylamino-acetic acid benzyl ester). Yield: 54.3%. Reaction SMILES: Br[CH2:2][C:3]([O:5][CH2:6][C:7]1[CH:12]=[CH:11][CH:10]=[CH:9][CH:8]=1)=[O:4].[CH2:13]([NH2:17])[CH:14]([CH3:16])[CH3:15]>C1(C)C=CC=CC=1>[CH2:6]([O:5][C:3](=[O:4])[CH2:2][NH:17][CH2:13][CH:14]([CH3:16])[CH3:15])[C:7]1[CH:12]=[CH:11][CH:10]=[CH:9][CH:8]=1. Procedure: To an ice-cooled solution of benzyl bromoacetate (17.1 g, 74.6 mmol) in toluene (200 ml) was added isobutylamine (14.8 ml, 150 mmol) with stirring. The reaction mixture was allowed to warm to room temperature then heated at reflux for 1.5 h before leaving to cool to room temperature overnight. The solvent was removed under reduced pressure and the residue was dissolved in ethyl acetate and washed with brine. The organic phase was dried (anhydrous MgSO4), filtered and evaporated to an oil which w... Starting materials: ClC=1C=C(C=CC1Cl)SCC(C(=O)O)CCC(=O)O (2-(3,4-dichlorophenylthiomethyl)glutaric acid), C1(=CC=C(C=C1)S(=O)(=O)O)C (p-toluenesulfonic acid). The product is ClC=1C=C(C=CC1Cl)SCC(C(=O)O)CCC(=O)OC (3-(3,4-dichlorophenylthio)-2-(2-methoxycarbonylethyl)propionic acid). Reaction conditions: temperature 40 celsius, time 2.5 hour. Yield: 1656.8%. As a reaction SMILES: [Cl:1][C:2]1[CH:3]=[C:4]([S:9][CH2:10][CH:11]([CH2:15][CH2:16][C:17]([OH:19])=[O:18])[C:12]([OH:14])=[O:13])[CH:5]=[CH:6][C:7]=1[Cl:8].[C:20]1(C)C=CC(S(O)(=O)=O)=CC=1>CO>[Cl:1][C:2]1[CH:3]=[C:4]([S:9][CH2:10][CH:11]([CH2:15][CH2:16][C:17]([O:19][CH3:20])=[O:18])[C:12]([OH:14])=[O:13])[CH:5]=[CH:6][C:7]=1[Cl:8]. The solvent is CO (methanol). Procedure details: A mixture of 2-(3,4-dichlorophenylthiomethyl)glutaric acid (3.00 g), methanol (30 ml), and p-toluenesulfonic acid (0.09 g) was stirred at 40° C. for 2.5 hours. The reaction mixture was concentrated in vacuo, and the resulting residue was purified by flash column chromatography on silica by eluting with chloroform/ethanol (10:1) to give 2.92 g of 3-(3,4-dichlorophenylthio)-2-(2-methoxycarbonylethyl)propionic acid as an oil. The reactants are O (water), C([O-])(O)=O.[Na+] (sodium bicarbonate), FC(C(=O)O)(F)F (Trifluoroacetic acid), FC1=C(C2=C(CCCO2)C=C1)NC(OC(C)(C)C)=O (1,1-dimethylethyl N-(3,4-dihydro-7-fluoro-2H-1-benzopyran-8-yl)carbamate). The solvent is C(C)OCC (diethyl ether). Reaction conditions: time 1 hour. The product is NC1=C(C=CC=2CCCOC21)F (8-amino-3,4-dihydro-7-fluoro-2H-1-benzopyran). Yield: 96.2%. Reaction SMILES: FC(F)(F)C(O)=O.[F:8][C:9]1[CH:18]=[CH:17][C:12]2[CH2:13][CH2:14][CH2:15][O:16][C:11]=2[C:10]=1[NH:19]C(=O)OC(C)(C)C.O.C(=O)(O)[O-].[Na+]>C(OCC)C>[NH2:19][C:10]1[C:11]2[O:16][CH2:15][CH2:14][CH2:13][C:12]=2[CH:17]=[CH:18][C:9]=1[F:8] |f:3.4|. Reported procedure: Trifluoroacetic acid, 50 mL, was stirred and cooled in an ice-water bath, and 6.1 grams (0.023 mole) of 1,1-dimethylethyl N-(3,4-dihydro-7-fluoro-2H-1-benzopyran-8-yl)carbamate was added portionwise. Upon completion of the addition, the reaction mixture was stirred for one hour, then stirred with water and diethyl ether and neutralized with solid sodium bicarbonate. The water layer was separated and extracted with diethyl ether. The extract was combined with the organic layer, and the combinatio... Reactants: C(C1=CC=CC=C1)OC(N[C@H](CO)C1CC1)=O ((S)-(1-Cyclopropyl-2-hydroxy-ethyl)-carbamic acid benzyl ester), CC1(CNC2=CC=C(C=C12)F)C (3,3-dimethyl-5-fluoroindoline). Product: C(C1=CC=CC=C1)OC(N[C@H](CN1CC(C2=CC(=CC=C12)F)(C)C)C1CC1)=O ((S)-[1-Cyclopropyl-2-(5-fluoro-3,3-dimethyl-2,3-dihydro-indol-1-yl)-ethyl]-carbamic acid benzyl ester). The yield is 67.0%. RXN SMILES: [CH2:1]([O:8][C:9](=[O:17])[NH:10][C@@H:11]([CH:14]1[CH2:16][CH2:15]1)[CH2:12]O)[C:2]1[CH:7]=[CH:6][CH:5]=[CH:4][CH:3]=1.[CH3:18][C:19]1([CH3:29])[C:27]2[C:22](=[CH:23][CH:24]=[C:25]([F:28])[CH:26]=2)[NH:21][CH2:20]1>>[CH2:1]([O:8][C:9](=[O:17])[NH:10][C@@H:11]([CH:14]1[CH2:16][CH2:15]1)[CH2:12][N:21]1[C:22]2[C:27](=[CH:26][C:25]([F:28])=[CH:24][CH:23]=2)[C:19]([CH3:29])([CH3:18])[CH2:20]1)[C:2]1[CH:7]=[CH:6][CH:5]=[CH:4][CH:3]=1. Procedure details: (S)-cyclopropyl glycine was prepared according to a modified procedure from that reported in D. J. Bayston et al. U.S. Pat. No. 6,191,306. A sample of (R)-phenethyl-(S)-cyclopropyl glycine (16.8 g, 76.7 mmol) was treated with THF (200 mL), water (100 mL) and 10% Pd/C (4.76 g). To the stirring mixture was added formic acid (17 mL) and the reaction was stirred overnight. The catalyst was then removed by filtration through a pad of celite and the solvent was removed by rotary evaporation. The mater...